Dataset: the Open Reaction Database (ORD), a public repository of structured organic reaction records. Task: describe an organic reaction: reactants, conditions, products, and yield Starting materials: BrC=1C=C2C=CNC2=CC1 (5-bromoindole), CN1CCC(CC1)=O (N-methyl-4-piperidone). The product is BrC=1C=C2C(=CNC2=CC1)C=1CCN(CC1)C (5-bromo-3-(1-methyl-1,2,3,6-tetrahydropyridin-4-yl)-1H-indole). Reaction SMILES: [Br:1][C:2]1[CH:3]=[C:4]2[C:8](=[CH:9][CH:10]=1)[NH:7][CH:6]=[CH:5]2.[CH3:11][N:12]1[CH2:17][CH2:16][C:15](=O)[CH2:14][CH2:13]1>>[Br:1][C:2]1[CH:3]=[C:4]2[C:8](=[CH:9][CH:10]=1)[NH:7][CH:6]=[C:5]2[C:15]1[CH2:16][CH2:17][N:12]([CH3:11])[CH2:13][CH:14]=1. Reported procedure: U.S. Pat. No. 5,786,473 describes a reaction of 5-bromoindole with N-methyl-4-piperidone to obtain 5-bromo-3-(1-methyl-1,2,3,6-tetrahydropyridin-4-yl)-1H-indole which is condensed with N-methylvinylsulfonamide to afford N-methyl-2-[3-(1,2,3,6-tertahydro-1-methyl-4-pyridinyl)-1H-indol-5-yl]ethenesulfonamide which is reduced under heterogeneous hydrogenation conditions to obtain naratritpan. Reactants: N(=O)OCCCC (Butyl nitrite), BrC=1N(N=C2C1N=C(NC2=O)C=2C(=NC=C(C2)N)OCC)C (3-Bromo-5-(5-amino-2-ethoxy-pyridin-3-yl)-2-methyl-2,6-dihydro-7H-pyrazolo[4,3-d]pyrimidin-7-one), ICI (diiodomethane). Conditions: temperature 45 celsius. Yields the product BrC=1N(N=C2C1N=C(NC2=O)C=2C(=NC=C(C2)I)OCC)C (3-Bromo-5-(2-ethoxy-5-iodo-3-pyridinyl)-2-methyl-2,6-dihydro-7H-pyrazolo[4,3-d]pyrimidin-7-one). Isolated yield 23.0%. As a reaction SMILES: N(OCCCC)=O.[Br:8][C:9]1[N:10]([CH3:29])[N:11]=[C:12]2[C:17](=[O:18])[NH:16][C:15]([C:19]3[C:20]([O:26][CH2:27][CH3:28])=[N:21][CH:22]=[C:23](N)[CH:24]=3)=[N:14][C:13]=12.[I:30]CI>>[Br:8][C:9]1[N:10]([CH3:29])[N:11]=[C:12]2[C:17](=[O:18])[NH:16][C:15]([C:19]3[C:20]([O:26][CH2:27][CH3:28])=[N:21][CH:22]=[C:23]([I:30])[CH:24]=3)=[N:14][C:13]=12. Procedure: Butyl nitrite (282 mg, 2.74 mmol) was added dropwise to a stirred suspension of the title compound of Example 54 (200 mg, 0.55 mmol) in diiodomethane (2 mL) at room temperature. After 1 h the reaction was warmed for 2 h at 40-50° C. The mixture was cooled and purified directly by flash column chromatography (gradient elution from dichloromethane to 98% dichloromethane/5% methanol) to give the product as a brown solid (60 mg, 23%). Starting materials: N1N=C(C2=CC=CC=C12)C=1N=NN(C1)C1=CC=C(C=C1)CCC(=O)O (3-{4-[4-(1H-indazol-3-yl)-1H-1,2,3-triazol-1-yl]phenyl}propanoic acid), CCN(C(C)C)C(C)C (DIEA), CN(C)C(=[N+](C)C)ON1C2=C(C=CC=C2)N=N1.[B-](F)(F)(F)F (TBTU), CNC (dimethylamine). Solvent: CN(C)C=O (DMF), C1CCOC1 (THF). Conditions: time 10 minute. Product: N1N=C(C2=CC=CC=C12)C=1N=NN(C1)C1=CC=C(C=C1)CCC(=O)N(C)C (3-{4-[4-(1H-indazol-3-yl)-1H-1,2,3-triazol-1-yl]phenyl}-N,N-dimethylpropanamide). As a reaction SMILES: [CH3:1][N:2](C(ON1N=NC2C=CC=CC1=2)=[N+](C)C)[CH3:3].[B-](F)(F)(F)F.[NH:23]1[C:31]2[C:26](=[CH:27][CH:28]=[CH:29][CH:30]=2)[C:25]([C:32]2[N:33]=[N:34][N:35]([C:37]3[CH:42]=[CH:41][C:40]([CH2:43][CH2:44][C:45](O)=[O:46])=[CH:39][CH:38]=3)[CH:36]=2)=[N:24]1.CCN(C(C)C)C(C)C.CNC>CN(C=O)C.C1COCC1>[NH:23]1[C:31]2[C:26](=[CH:27][CH:28]=[CH:29][CH:30]=2)[C:25]([C:32]2[N:33]=[N:34][N:35]([C:37]3[CH:38]=[CH:39][C:40]([CH2:43][CH2:44][C:45]([N:2]([CH3:3])[CH3:1])=[O:46])=[CH:41][CH:42]=3)[CH:36]=2)=[N:24]1 |f:0.1|. Reported procedure: TBTU (188 mg; 0.58 mmol; 1.3 eq.) was added to a cooled (0° C.) solution of 3-{4-[4-(1H-indazol-3-yl)-1H-1,2,3-triazol-1-yl]phenyl}propanoic acid (150 mg; 0.45 mmol; 1.0 eq.) and DIEA (176 μl; 1.03 mmol; 2.3 eq.) in DMF (3 mL). After 10 min, dimethylamine (270 μl of a 2.00 M in THF; 0.54 mmol; 1.20 eq.) was added and the reaction mixture was stirred overnight at RT. The resulting solid was filtered off and purified by preparative HPLC to afford the title compound as a brown solid. 1H NMR (300 Mz... The reactants are CN1C2=C(C=3C=CC=CC13)OC(=C2)C(=O)O (4-methyl-furo[3,2-b]indole-2-carboxylic acid), S(=O)(Cl)Cl (thionyl chloride). The solvent is C1=CC=CC=C1 (benzene). Run at temperature 50 celsius. Yields the product CN1C2=C(C=3C=CC=CC13)OC(=C2)C(=O)Cl (4-methyl-furo[3,2-b]indole-2-carbonyl chloride). RXN SMILES: [CH3:1][N:2]1[C:10]2[CH:9]=[CH:8][CH:7]=[CH:6][C:5]=2[C:4]2[O:11][C:12]([C:14]([OH:16])=O)=[CH:13][C:3]1=2.S(Cl)([Cl:19])=O>C1C=CC=CC=1>[CH3:1][N:2]1[C:10]2[CH:9]=[CH:8][CH:7]=[CH:6][C:5]=2[C:4]2[O:11][C:12]([C:14]([Cl:19])=[O:16])=[CH:13][C:3]1=2. Reported procedure: To a suspension of sodium hydride (2.5 g) in dimethylformamide (100 ml), a solution of ethyl furo[3,2-b]indole-2-carboxylate (20 g) in dimethylformamide (100 ml) was added dropwise with stirring, then the mixture was stirred for 0.5 hour at room temperature. Methyl iodide (30 g) was added, and the resulting mixture was stirred for 5 hours at room temperature to give ethyl 4-methyl-furo[3,2-b]indole-2-carboxylate (18 g), which was hydrolyzed in a solution of sodium hydroxide (20 g) in water (200 ... Yields the product C(C)(=O)OOCCO.[Na] (sodium β-hydroxyethoxy acetate). Procedure details: To 650 g of ethylene glycol, 210.2 g (2.50 mol) of the monosodium salt of ethylene glycol obtained by the operation described above in (1) was added with stirring and dissolved at 70 to 80° C. Then, 285.5 g (2.45 mol) of sodium monochloroacetate was charged over 1 hour at the same temperature and then stirred at the same temperature for 2 hours to obtain 1145.0 g of sodium β-hydroxyethoxy acetate solution in ethylene glycol. Reactants: [Na] (monosodium), C(CO)O (ethylene glycol), C(CO)O (ethylene glycol), C(CO)O (ethylene glycol), ( 1 ), ClCC(=O)[O-].[Na+] (sodium monochloroacetate). RXN SMILES: [Na:1].Cl[CH2:3][C:4]([O-:6])=[O:5].[Na+].[CH2:8]([OH:11])[CH2:9][OH:10]>>[C:4]([O:6][O:10][CH2:9][CH2:8][OH:11])(=[O:5])[CH3:3].[Na:1] |f:1.2,4.5,^1:0,19|. The reactants are BrCCCCBr (1,4-dibromobutane), C(C(C)C)(=O)OCC (ethyl isobutyrate), C1CCOC1 (THF), [Li+].CC(C)[N-]C(C)C (LDA). The solvent is CN(C)P(=O)(N(C)C)N(C)C (HMPA). Reaction conditions: temperature -78 celsius, time 1 hour. The product is BrCCCCC(C)(C)C(=O)OCC (6-Bromo-2-ethoxycarbonyl-2-methylhexane). Yield: 66.5%. RXN SMILES: [C:1]([O:6][CH2:7][CH3:8])(=[O:5])[CH:2]([CH3:4])[CH3:3].C1COCC1.[Li+].CC([N-]C(C)C)C.[Br:22][CH2:23][CH2:24][CH2:25][CH2:26]Br>CN(P(N(C)C)(N(C)C)=O)C>[Br:22][CH2:23][CH2:24][CH2:25][CH2:26][C:2]([C:1]([O:6][CH2:7][CH3:8])=[O:5])([CH3:4])[CH3:3] |f:2.3|. Procedure: In a 1-L 3-neck round-bottomed flask fitted with condenser, dropping funnel pressure equalizer and magnetic stirrer, purged with argon and maintained under argon, were added ethyl isobutyrate (84 ml, 0.63 mol) and THF (120 ml). The mixture was cooled to −78° C., when a solution of LDA (300 ml, 2.0 M in THF/heptane) was added dropwise with a syringe. After the addition was complete, the reaction mixture was stirred at −78° C. for 1 hr. To this mixture, 1,4-dibromobutane (105 ml, 0.84 mol) was add... Reactants: C(C)OC(CC1(CC2=CC=CC=C2C1)C1=CC=C(C=C1)NC(CC1=CC(=C(C=C1)NC(=O)NC1=C(C=CC=C1)C)OC)=O)=O ([2-(4-(2-(3-methoxy-4-(3-o-tolyl-ureido)-phenyl)-acetylamino)-phenyl)-indan-2-yl]-acetic acid ethyl ester), [OH-].[Na+] (sodium hydroxide). Run in C(C)O (ethanol). Run at time 8 hour. Yields the product COC=1C=C(C=CC1NC(=O)NC1=C(C=CC=C1)C)CC(=O)NC1=CC=C(C=C1)C1(CC2=CC=CC=C2C1)CC(=O)O ([2-(4-(2-(3-Methoxy-4-(3-o-tolyl-ureido)-phenyl)-acetylamino)-phenyl)-indan-2-yl]-acetic acid). The yield is 52.5%. RXN SMILES: C([O:3][C:4](=[O:44])[CH2:5][C:6]1([C:15]2[CH:20]=[CH:19][C:18]([NH:21][C:22](=[O:43])[CH2:23][C:24]3[CH:29]=[CH:28][C:27]([NH:30][C:31]([NH:33][C:34]4[CH:39]=[CH:38][CH:37]=[CH:36][C:35]=4[CH3:40])=[O:32])=[C:26]([O:41][CH3:42])[CH:25]=3)=[CH:17][CH:16]=2)[CH2:14][C:13]2[C:8](=[CH:9][CH:10]=[CH:11][CH:12]=2)[CH2:7]1)C.[OH-].[Na+]>C(O)C>[CH3:42][O:41][C:26]1[CH:25]=[C:24]([CH2:23][C:22]([NH:21][C:18]2[CH:17]=[CH:16][C:15]([C:6]3([CH2:5][C:4]([OH:44])=[O:3])[CH2:14][C:13]4[C:8](=[CH:9][CH:10]=[CH:11][CH:12]=4)[CH2:7]3)=[CH:20][CH:19]=2)=[O:43])[CH:29]=[CH:28][C:27]=1[NH:30][C:31]([NH:33][C:34]1[CH:39]=[CH:38][CH:37]=[CH:36][C:35]=1[CH3:40])=[O:32] |f:1.2|. Procedure: A solution of [2-(4-(2-(3-methoxy-4-(3-o-tolyl-ureido)-phenyl)-acetylamino)-phenyl)-indan-2-yl]-acetic acid ethyl ester (0.06 g, Reference Example 16) in ethanol (10 mL) was treated with aqueous sodium hydroxide (300 μL, 1N) and the mixture was heated at reflux temperature for 8 hours and then left at room temperature overnight and then evaporated. The residue was treated with water (20 mL) and the mixture was warmed to aid dissolution. This solution was acidified to pH 1 by addition of hydrochl...